From a dataset of the Open Reaction Database (ORD), a public repository of structured organic reaction records. describe an organic reaction: reactants, conditions, products, and yield The reactants are OC1=CC=C(C=C1)CC(=O)O (4-Hydroxyphenylacetic acid), [N+](=O)(O)[O-] (nitric acid), O (water). The solvent is C(C)(=O)O (acetic acid). Yields the product OC1=C(C=C(C=C1)CC(=O)O)[N+](=O)[O-] (4-hydroxy-3-nitrophenylacetic acid). Reaction SMILES: [OH:1][C:2]1[CH:7]=[CH:6][C:5]([CH2:8][C:9]([OH:11])=[O:10])=[CH:4][CH:3]=1.[N+:12]([O-])([OH:14])=[O:13].O>C(O)(=O)C>[OH:1][C:2]1[CH:3]=[CH:4][C:5]([CH2:8][C:9]([OH:11])=[O:10])=[CH:6][C:7]=1[N+:12]([O-:14])=[O:13]. Reported procedure: 4-Hydroxyphenylacetic acid (50 g, 0.32 m) in 300 ml of glacial acetic acid was cooled to 10° at which temperature 100 ml of nitric acid was slowly added. The mixture was allowed to reach room temperature, then was poured into 1 l of water. The separated solid was washed with water and recrystallized from ethanol to give 35 g of 4-hydroxy-3-nitrophenylacetic acid, m.p. 144°-146°.